Dataset: the Open Reaction Database (ORD), a public repository of structured organic reaction records. Task: describe an organic reaction: reactants, conditions, products, and yield Product: CN(c1ncnc2[nH]ccc12)C1CCCCC1. The reactants are CC(C)(C)O, CNC1CCCCC1, Clc1ncnc2[nH]ccc12, Cl, O. Reaction SMILES: [CH3:19][C:20]([OH:21])([CH3:22])[CH3:23].[CH:11]1([NH:17][CH3:18])[CH2:12][CH2:13][CH2:14][CH2:15][CH2:16]1.[Cl:1][c:2]1[c:3]2[c:4]([n:5][cH:6][n:7]1)[nH:8][cH:9][cH:10]2.[ClH:24].[OH2:25]>>[c:2]1([N:17]([CH:11]2[CH2:12][CH2:13][CH2:14][CH2:15][CH2:16]2)[CH3:18])[c:3]2[c:4]([n:5][cH:6][n:7]1)[nH:8][cH:9][cH:10]2. The reactants are BrC1=CC=C2CCC(C2=C1)=O (6-bromo-indan-1-one), BrCC1=C(C=CC=C1)CBr (1,2-bis(bromomethyl)benzene), [H-].[Na+] (NaH). The solvent is C1CCOC1 (THF). Product: BrC1=CC=C2CC3(C(C2=C1)=O)CC1=CC=CC=C1C3 (6-bromo-1′,3′-dihydro-2,2′-spirobi[inden]-1(3H)-one). Reaction SMILES: [Br:1][C:2]1[CH:10]=[C:9]2[C:5]([CH2:6][CH2:7][C:8]2=[O:11])=[CH:4][CH:3]=1.Br[CH2:13][C:14]1[CH:19]=[CH:18][CH:17]=[CH:16][C:15]=1[CH2:20]Br.[H-].[Na+]>C1COCC1>[Br:1][C:2]1[CH:10]=[C:9]2[C:5]([CH2:6][C:7]3([CH2:20][C:15]4[C:14](=[CH:19][CH:18]=[CH:17][CH:16]=4)[CH2:13]3)[C:8]2=[O:11])=[CH:4][CH:3]=1 |f:2.3|. Procedure details: A mixture of 6-bromo-indan-1-one (1.05 g, 5 mmol), 1,2-bis(bromomethyl)benzene (1.31 g, 5 mmol) in THF (50 mL) was added NaH (240 mg, 10 mmol) at room temperature, the mixture was refluxed for 2 hours. The mixture was quenched with water, concentrated, then extracted with DCM, washed with brine, dried over Na2SO4, concentrated to 6-bromo-1′,3′-dihydro-2,2′-spirobi[inden]-1(3H)-one (1.8 g, 33%). The reactants are anhydride, C(C(C)C)OC(=O)Cl (isobutyloxycarbonyl chloride), tripeptide, N1[C@@H](CCC1=O)C(=O)N[C@@H](CC1=CNC2=CC=CC=C12)C(=O)N1[C@H](C(=O)O)CCC1 (Pyr-Trp-Pro), TEA, CCOC(=O)C (EtOAc), anhydride, TEA, N[C@@H](CCCNC(N)=N)C(=O)N1[C@H](C(=O)N[C@@H](CCC(N)=O)C(=O)N[C@@H]([C@@H](C)CC)C(=O)N2[C@H](C(=O)N3[C@H](C(=O)O)CCC3)CCC2)CCC1 (Arg-Pro-Gln-Ile-Pro-Pro). Solvent: CN(C)C=O (DMF), CN(C)C=O (DMF), CC(=O)O (AcOH). Run at time 17.5 minute. The product is N1[C@@H](CCC1=O)C(=O)N[C@@H](CC1=CNC2=CC=CC=C12)C(=O)N1[C@H](C(=O)N[C@@H](CCCNC(N)=N)C(=O)N2[C@H](C(=O)N[C@@H](CCC(N)=O)C(=O)N[C@@H]([C@@H](C)CC)C(=O)N3[C@H](C(=O)N4[C@H](C(=O)O)CCC4)CCC3)CCC2)CCC1 (L-Pyroglutamyl-L-tryptophyl-L-prolyl-L-arginyl-L-prolyl-L-glutaminyl-L-isoleucyl-L-prolyl-L-proline). RXN SMILES: [NH:1]1[C:5](=[O:6])[CH2:4][CH2:3][C@H:2]1[C:7]([NH:9][C@H:10]([C:21]([N:23]1[CH2:30][CH2:29][CH2:28][C@H:24]1[C:25](O)=[O:26])=[O:22])[CH2:11][C:12]1[C:20]2[C:15](=[CH:16][CH:17]=[CH:18][CH:19]=2)[NH:14][CH:13]=1)=[O:8].C(OC(Cl)=O)C(C)C.[NH2:39][C@H:40]([C:48]([N:50]1[CH2:88][CH2:87][CH2:86][C@H:51]1[C:52]([NH:54][C@H:55]([C:61]([NH:63][C@H:64]([C:69]([N:71]1[CH2:85][CH2:84][CH2:83][C@H:72]1[C:73]([N:75]1[CH2:82][CH2:81][CH2:80][C@H:76]1[C:77]([OH:79])=[O:78])=[O:74])=[O:70])[C@H:65]([CH2:67][CH3:68])[CH3:66])=[O:62])[CH2:56][CH2:57][C:58](=[O:60])[NH2:59])=[O:53])=[O:49])[CH2:41][CH2:42][CH2:43][NH:44][C:45](=[NH:47])[NH2:46].CCOC(C)=O>CN(C=O)C.CC(O)=O>[NH:1]1[C:5](=[O:6])[CH2:4][CH2:3][C@H:2]1[C:7]([NH:9][C@H:10]([C:21]([N:23]1[CH2:30][CH2:29][CH2:28][C@H:24]1[C:25]([NH:39][C@H:40]([C:48]([N:50]1[CH2:88][CH2:87][CH2:86][C@H:51]1[C:52]([NH:54][C@H:55]([C:61]([NH:63][C@H:64]([C:69]([N:71]1[CH2:85][CH2:84][CH2:83][C@H:72]1[C:73]([N:75]1[CH2:82][CH2:81][CH2:80][C@H:76]1[C:77]([OH:79])=[O:78])=[O:74])=[O:70])[C@H:65]([CH2:67][CH3:68])[CH3:66])=[O:62])[CH2:56][CH2:57][C:58](=[O:60])[NH2:59])=[O:53])=[O:49])[CH2:41][CH2:42][CH2:43][NH:44][C:45](=[NH:46])[NH2:47])=[O:26])=[O:22])[CH2:11][C:12]1[C:20]2[C:15](=[CH:16][CH:17]=[CH:18][CH:19]=2)[NH:14][CH:13]=1)=[O:8]. Procedure: The tripeptide, from part C, Pyr-Trp-Pro (23.3 mmoles) is dissolved in DMF (85 ml) and 3.27 ml (23.3 mmoles) TEA, the solution cooled to -20° (inside the flask, or -35° to -40° in the cooling bath) and kept at this temperature for 15-20 minutes. To this cold solution 3.19 ml of isobutyloxycarbonyl chloride is added and then a time of 30 minutes is allowed for the mixed anhydride to be formed at the same temperature. A solution of Arg-Pro-Gln-Ile-Pro-Pro (16.5 g) in DMF (100 ml) is precooled to a... Run in O1CCOCC1 (dioxane). Yields the product ClC1=NC(=NC(=N1)NN=CC1=CC=C(C=C1)OC(F)(F)F)NC1=CC(=C(C=C1)F)C(F)(F)F ((4-Chloro-6-{N′-[1-(4-trifluoromethoxyphenyl)-methylidene]-hydrazino}-[1,3,5]triazin-2-yl)-(4-fluoro-3-trifluoromethylphenyl)-amine). Reaction conditions: time 8 hour. As a reaction SMILES: Cl[C:2]1[N:7]=[C:6]([Cl:8])[N:5]=[C:4]([NH:9][C:10]2[CH:15]=[CH:14][C:13]([F:16])=[C:12]([C:17]([F:20])([F:19])[F:18])[CH:11]=2)[N:3]=1.C(N(C(C)C)CC)(C)C.[F:30][C:31]([F:43])([F:42])[O:32][C:33]1[CH:38]=[CH:37][C:36]([CH:39]=[N:40][NH2:41])=[CH:35][CH:34]=1>O1CCOCC1>[Cl:8][C:6]1[N:7]=[C:2]([NH:41][N:40]=[CH:39][C:36]2[CH:35]=[CH:34][C:33]([O:32][C:31]([F:30])([F:43])[F:42])=[CH:38][CH:37]=2)[N:3]=[C:4]([NH:9][C:10]2[CH:15]=[CH:14][C:13]([F:16])=[C:12]([C:17]([F:20])([F:19])[F:18])[CH:11]=2)[N:5]=1. Procedure details: 4,6-Dichloro-N-(3-trifluoromethyl-4-fluorophenyl)-1,3,5-triazine-2-amine (XVII) (2.0 g, 6.2 mmol) was dissolved in dioxane (40 mL). Diisopropylethylamine (1.6 mL, 9.32 mmol) was added followed by [4-(trifluoromethoxy)benzylidene]hydrazine (XX) (1.3 g, 6.2 mmol). The reaction was stirred at room temperature overnight. The solvent was removed under vacuum, and the residue diluted with ethyl ether (25 mL). The organic phase was washed with brine, dried over magnesium sulfate, filtered and concentra... Yield: 67.0%. The reactants are C(C)(C)N(CC)C(C)C (Diisopropylethylamine), ClC1=NC(=NC(=N1)Cl)NC1=CC(=C(C=C1)F)C(F)(F)F ((4,6-Dichloro-[1,3,5]triazin-2-yl)-(4-fluoro-3-trifluoromethylphenyl)amine), FC(OC1=CC=C(C=C1)C=NN)(F)F ([1-(4-Trifluoromethoxyphenyl)-methylidene]-hydrazine).